Dataset: the Open Reaction Database (ORD), a public repository of structured organic reaction records. Task: describe an organic reaction: reactants, conditions, products, and yield The reactants are BrC=1C(=NC(=C(C(=O)O)C1)C(F)(F)F)OCC(F)(F)F (5-bromo-6-(2,2,2-trifluoro-ethoxy)-2-trifluoromethyl-nicotinic acid), NC[C@@](O)(C1CC1)C ((S)-α-(aminomethyl)-α-methyl-cyclopropanemethanol). The product is BrC=1C(=NC(=C(C(=O)NC[C@@](C)(O)C2CC2)C1)C(F)(F)F)OCC(F)(F)F (5-Bromo-N-((S)-2-cyclopropyl-2-hydroxy-propyl)-6-(2,2,2-trifluoro-ethoxy)-2-trifluoromethyl-nicotinamide). RXN SMILES: [Br:1][C:2]1[C:3]([O:15][CH2:16][C:17]([F:20])([F:19])[F:18])=[N:4][C:5]([C:11]([F:14])([F:13])[F:12])=[C:6]([CH:10]=1)[C:7]([OH:9])=O.[NH2:21][CH2:22][C@:23]([CH3:28])([CH:25]1[CH2:27][CH2:26]1)[OH:24]>>[Br:1][C:2]1[C:3]([O:15][CH2:16][C:17]([F:20])([F:19])[F:18])=[N:4][C:5]([C:11]([F:14])([F:13])[F:12])=[C:6]([CH:10]=1)[C:7]([NH:21][CH2:22][C@:23]([CH:25]1[CH2:27][CH2:26]1)([OH:24])[CH3:28])=[O:9]. Procedure: The title compound was synthesized in analogy to Example 1c, using 5-bromo-6-(2,2,2-trifluoro-ethoxy)-2-trifluoromethyl-nicotinic acid and (S)-α-(aminomethyl)-α-methyl-cyclopropanemethanol as starting materials, MS (ISP) 465.0, 467.1 (M+H)+.